From a dataset of the Open Reaction Database (ORD), a public repository of structured organic reaction records. describe an organic reaction: reactants, conditions, products, and yield Starting materials: C(#N)N1CCC2=C(C1)C1=C(OC2(C)C)C=C(C=C1O)C(C(CCCCC)C)C (2-cyano-5,5-dimethyl-8-(1,2-dimethylheptyl)-10-hydroxy-1,2,3,4-tetrahydro-5H-[1]benzopyrano[3,4-d]pyridine), IC (iodomethane), C([O-])([O-])=O.[K+].[K+] (potassium carbonate). The solvent is CC(=O)C (acetone). Run at time 7 hour. Yields the product C(#N)N1CCC2=C(C1)C1=C(OC2(C)C)C=C(C=C1OC)C(C(CCCCC)C)C (2-cyano-5,5-dimethyl-8-(1,2-dimethylheptyl)-10-methoxy-1,2,3,4-tetrahydro-5H-[1]benzopyrano[3,4-d]pyridine). The yield is 77.3%. RXN SMILES: [C:1]([N:3]1[CH2:8][C:7]2[C:9]3[C:18]([OH:19])=[CH:17][C:16]([CH:20]([CH3:28])[CH:21]([CH3:27])[CH2:22][CH2:23][CH2:24][CH2:25][CH3:26])=[CH:15][C:10]=3[O:11][C:12]([CH3:14])([CH3:13])[C:6]=2[CH2:5][CH2:4]1)#[N:2].IC.[C:31](=O)([O-])[O-].[K+].[K+]>CC(C)=O>[C:1]([N:3]1[CH2:8][C:7]2[C:9]3[C:18]([O:19][CH3:31])=[CH:17][C:16]([CH:20]([CH3:28])[CH:21]([CH3:27])[CH2:22][CH2:23][CH2:24][CH2:25][CH3:26])=[CH:15][C:10]=3[O:11][C:12]([CH3:14])([CH3:13])[C:6]=2[CH2:5][CH2:4]1)#[N:2] |f:2.3.4|. Reported procedure: A mixture of 2.3 g (0.006 mole) of 2-cyano-5,5-dimethyl-8-(1,2-dimethylheptyl)-10-hydroxy-1,2,3,4-tetrahydro-5H-[1]benzopyrano[3,4-d]pyridine, 2.8 g (0.02 mole) of iodomethane and 10 g (0.0725 mole) of potassium carbonate in anhydrous acetone was heated at reflux, with stirring, for 7 hours. After cooling, the solid was removed by filtration and discarded, and the mother liquor was concentrated on a rotary evaporator. The residual material was taken up in diethyl ether (70 ml) and washed with wa... Starting materials: CC1=CC=C(N)C=C1 (4-methylaniline), C(=C)S(=O)(=O)F (ethenesulfonyl fluoride). Solvent: CN(C)C=O (DMF). Yields the product CC1=CC=C(C=C1)NC=CS(=O)(=O)F (2-[(4-Methylphenyl)amino]ethenesulfonyl Fluoride). Isolated yield 34.7%. Reaction SMILES: [CH3:1][C:2]1[CH:8]=[CH:7][C:5]([NH2:6])=[CH:4][CH:3]=1.[CH:9]([S:11]([F:14])(=[O:13])=[O:12])=[CH2:10]>CN(C=O)C>[CH3:1][C:2]1[CH:8]=[CH:7][C:5]([NH:6][CH:10]=[CH:9][S:11]([F:14])(=[O:13])=[O:12])=[CH:4][CH:3]=1. Procedure details: The reaction between 4-methylaniline (1.61 g, 15 mmol) and ethenesulfonyl fluoride (2.18 g, 19 mmol) was carried out in DMF (30 mL) at ambient temperature for 2.5 hours as described in Example 16. There was obtained a tan residue which was crystallized from ether/hexane to afford the title compound as a tan solid (1.12 g 34% yield), mp 61°-65° C. Starting materials: ClC1=C(C=CC=C1)C1=C(C=NC=C1)N(C(C1=CC(=CC(=C1)C(F)(F)F)C(F)(F)F)=O)CCS(=O)(=O)C (N-[4-(2-Chloro-phenyl)-pyridin-3-yl]-N-(2-methanesulfonyl-ethyl)-3,5-bis-trifluoromethyl-benzamide), C(C)(C)(C)OC(NC=1C(=NC=CC1I)Cl)=O ((2-chloro-4-iodo-pyridin-3-yl)-carbamic acid tert-butyl ester), CI (methyl iodide). Solvent: CCCCCCC.CCOC(=O)C (n-heptane EtOAc). Product: C(C)(C)(C)OC(N(C)C=1C(=NC=CC1I)Cl)=O ((2-Chloro-4-iodo-pyridin-3-yl)-methyl-carbamic acid tert-butyl ester). Reaction SMILES: Cl[C:2]1C=CC=CC=1C1C=CN=CC=1N(CCS(C)(=O)=O)C(=O)C1C=C(C(F)(F)F)C=C(C(F)(F)F)C=1.[C:37]([O:41][C:42](=[O:52])[NH:43][C:44]1[C:45]([Cl:51])=[N:46][CH:47]=[CH:48][C:49]=1[I:50])([CH3:40])([CH3:39])[CH3:38].CI>CCCCCCC.CCOC(C)=O>[C:37]([O:41][C:42](=[O:52])[N:43]([C:44]1[C:45]([Cl:51])=[N:46][CH:47]=[CH:48][C:49]=1[I:50])[CH3:2])([CH3:40])([CH3:38])[CH3:39] |f:3.4|. Reported procedure: The title compound was prepared in analogy to example 85, intermediate c, from (2-chloro-4-iodo-pyridin-3-yl)-carbamic acid tert-butyl ester (CAS RN 855784-39-3) and methyl iodide and using a gradient of n-heptane:EtOAc (100:0 to 50:50) for the chromatographic purification. Colorless solid (88%). MS (ESI): m/z=368.99 [M+H]+. Reactants: [OH-].[Na+] (Sodium hydroxide), NCC1(CCN(CC1)C)O (4-aminomethyl-4-hydroxy-1-methylpiperidine), C([O-])([O-])=O.[K+].[K+] (potassium carbonate), C(C)(=O)OC(C)=O (acetic anhydride). Solvent: CO (methanol). The product is C(C)(=O)NCC1(CCN(CC1)C)O (4-acetamidomethyl-4-hydroxy-1-methylpiperidine). The yield is 90.0%. As a reaction SMILES: [NH2:1][CH2:2][C:3]1([OH:10])[CH2:8][CH2:7][N:6]([CH3:9])[CH2:5][CH2:4]1.C(=O)([O-])[O-].[K+].[K+].[C:17](OC(=O)C)(=[O:19])[CH3:18].[OH-].[Na+]>CO>[C:17]([NH:1][CH2:2][C:3]1([OH:10])[CH2:8][CH2:7][N:6]([CH3:9])[CH2:5][CH2:4]1)(=[O:19])[CH3:18] |f:1.2.3,5.6|. Reported procedure: 4-aminomethyl-4-hydroxy-1-methylpiperidine (2.95 g, 0.02 mole), potassium carbonate (6.5 g, 0.047 mole) and acetic anhydride (8.5 g, 0.08 mole) in methanol were mixed at room temperature for two hours. Sodium hydroxide was added for neutralization and the solution extracted with chloroform. After evaporation, a yellow oil was obtained which was identified as 4-acetamidomethyl-4-hydroxy-1-methylpiperidine (3.4 g, 0.018 mole, 91% yield). Starting materials: CC(=O)O[BH-](OC(C)=O)OC(C)=O, CC(=O)[O-], CO, [NH4+], [Na+], COc1ccc2ncnc(CCC3(O)CCC(=O)CC3)c2c1. Product: COc1ccc2ncnc(CCC3(O)CCC(N)CC3)c2c1. Reaction SMILES: [C:6]([O:7][BH-:8]([O:9][C:10](=[O:11])[CH3:12])[O:13][C:14](=[O:15])[CH3:16])(=[O:17])[CH3:18].[CH3:2][C:3](=[O:4])[O-:5].[CH3:42][OH:43].[NH4+:1].[Na+:19].[OH:20][C:21]1([CH2:28][CH2:29][c:30]2[n:31][cH:32][n:33][c:34]3[cH:35][cH:36][c:37]([O:40][CH3:41])[cH:38][c:39]23)[CH2:22][CH2:23][C:24](=[O:27])[CH2:25][CH2:26]1>>[NH2:1][CH:24]1[CH2:23][CH2:22][C:21]([OH:20])([CH2:28][CH2:29][c:30]2[n:31][cH:32][n:33][c:34]3[cH:35][cH:36][c:37]([O:40][CH3:41])[cH:38][c:39]23)[CH2:26][CH2:25]1. Procedure: A solution of sodium bicarbonate (0.78 g) in water (30 ml) was added to the product of step (g) (2.8 g). The resulting solution was filtered then evaporated to small volume and diluted with acetone. Crystallisation occurred and the resulting crystals were filtered off and recovered as an off-white solid, which was the desired sodium salt (2.65 g). The reactants are C([O-])(O)=O.[Na+] (sodium bicarbonate), CC=1C(C2=C(OC1C(=O)O)C(=C1CCCCC1=C2)CCC)=O (6,7,8,9-Tetrahydro-3-methyl-4-oxo-10-propyl-4H-naphtho[2,3-b]pyran-2-carboxylic acid). RXN SMILES: C(=O)(O)[O-].[Na+:5].[CH3:6][C:7]1[C:8](=[O:27])[C:9]2[CH:23]=[C:22]3[C:17]([CH2:18][CH2:19][CH2:20][CH2:21]3)=[C:16]([CH2:24][CH2:25][CH3:26])[C:10]=2[O:11][C:12]=1[C:13]([OH:15])=[O:14]>O>[CH3:6][C:7]1[C:8](=[O:27])[C:9]2[CH:23]=[C:22]3[C:17]([CH2:18][CH2:19][CH2:20][CH2:21]3)=[C:16]([CH2:24][CH2:25][CH3:26])[C:10]=2[O:11][C:12]=1[C:13]([O-:15])=[O:14].[Na+:5] |f:0.1,4.5|. Run in O (water). Product: CC=1C(C2=C(OC1C(=O)[O-])C(=C1CCCCC1=C2)CCC)=O.[Na+] (Sodium 6,7,8,9-tetrahydro-3-methyl-4-oxo-10-propyl-4H-naphtho[2,3-b]pyran-2-carboxylate). Reactants: Cl (HCl), C(#N)[BH3-].[Na+] (sodium cyanoborohydride), NC1=C(C=CC=C1)NCC(C)(C)S (2-Amino-1-(2-mercapto-2-methylpropylamino)benzene), C(C=C)SC(C=O)(C)C (2-(allylthio)-2-methylpropanal). Solvent: C(C)(=O)O (acetic acid), CO (methanol). Run at time 18 hour. Yields the product C(C=C)SC(CNC1=C(C=CC=C1)NCC(C)(C)S)(C)C (1-(2-allylthio-2-methylpropylamino)-2-(2-mercapto-2-methylpropylamino]benzene). Isolated yield 69.2%. As a reaction SMILES: [NH2:1][C:2]1[CH:7]=[CH:6][CH:5]=[CH:4][C:3]=1[NH:8][CH2:9][C:10]([SH:13])([CH3:12])[CH3:11].[CH2:14]([S:17][C:18]([CH3:22])([CH3:21])[CH:19]=O)[CH:15]=[CH2:16].C([BH3-])#N.[Na+].Cl>CO.C(O)(=O)C>[CH2:14]([S:17][C:18]([CH3:22])([CH3:21])[CH2:19][NH:1][C:2]1[CH:7]=[CH:6][CH:5]=[CH:4][C:3]=1[NH:8][CH2:9][C:10]([SH:13])([CH3:11])[CH3:12])[CH:15]=[CH2:16] |f:2.3|. Reported procedure: 2-Amino-1-(2-mercapto-2-methylpropylamino)benzene (3.5 g, 1.78×10-2 mol) and 2-(allylthio)-2-methylpropanal (3.85 g, 2.67×10-2 mol, 150 M%) were dissolved in 200 ml methanol. Glacial acetic acid (2.05 ml, 3.56×10-2, 200 M%) and sodium cyanoborohydride (3.36 g, 5.35×10-2 mol, 300 M%) were then added. The reaction was stirred at room temperature for 18 hr, then 100 ml 0.5 M HCl was added and the mixture was extracted with 2×100 ml diethyl ether. The combined organic extracts were washed with 100 m... Reactants: BrCC=1C=C(C=CC1)C(=O)C1=CC(=CC=C1)CBr (bis-(3-bromomethylphenyl)-methanone), C1CCOC1 (THF), ice, O (water), C(C(C)C)(=O)OCC (ethyl isobutyrate), [Li+].CC(C)[N-]C(C)C (LDA), C1CCOC1 (THF). Run at time 30 minute. The product is C(C)OC(C(CC1=CC(=CC=C1)C(C1=CC(=CC=C1)CC(C)(C)C(=O)OCC)=O)(C)C)=O (3-{3-[3-(2-ethoxycarbonyl-2-methylpropyl)-benzoyl]-phenyl}-2,2-dimethylpropionic acid ethyl ester). Yield: 63.0%. RXN SMILES: [C:1]([O:6][CH2:7][CH3:8])(=[O:5])[CH:2]([CH3:4])[CH3:3].[Li+].CC([N-][CH:14]([CH3:16])[CH3:15])C.Br[CH2:18][C:19]1[CH:20]=[C:21]([C:25]([C:27]2[CH:32]=[CH:31][CH:30]=[C:29]([CH2:33]Br)[CH:28]=2)=[O:26])[CH:22]=[CH:23][CH:24]=1.[OH2:35].C1[CH2:40][O:39][CH2:38][CH2:37]1>>[CH2:38]([O:39][C:40](=[O:35])[C:14]([CH3:15])([CH3:16])[CH2:18][C:19]1[CH:24]=[CH:23][CH:22]=[C:21]([C:25](=[O:26])[C:27]2[CH:32]=[CH:31][CH:30]=[C:29]([CH2:33][C:2]([C:1]([O:6][CH2:7][CH3:8])=[O:5])([CH3:4])[CH3:3])[CH:28]=2)[CH:20]=1)[CH3:37] |f:1.2|. Procedure details: Under Ar atmosphere, to a solution of ethyl isobutyrate (59 g, 513 mmol) in THF (100 mL) was added LDA (256 mL, 2 M in heptanes, 512 mmol) at −78° C. The mixture was stirred for 30 min and a solution of bis-(3-bromomethylphenyl)-methanone (66.0 g, 179 mmol) in THF (100 mL) was added dropwise. The reaction mixture was allowed to stir overnight, gradually warming to room temperature. The mixture was hydrolyzed with ice (500 g) and water (800 g). The solution was extracted with MTBE (5×200 mL). The...